This data is from the Open Reaction Database (ORD), a public repository of structured organic reaction records. The task is: describe an organic reaction: reactants, conditions, products, and yield Reactants: C(C)[C@@H]1N(C(OC1)=O)C1=NC=2N(C=C1)N=CC2C2=CC=C(C=C2)C2=NN(C=N2)COCC[Si](C)(C)C ((S)-4-ethyl-3-(3-(4-(1-((2-(trimethylsilyl)ethoxy)methyl)-1H-1,2,4-triazol-3-yl)phenyl)pyrazolo[1,5-a]pyrimidin-5-yl)oxazolidin-2-one), FC(C(=O)O)(F)F (trifluoroacetic acid). The solvent is C(Cl)Cl (DCM). Conditions: time 18 hour. Yields the product N1N=C(N=C1)C1=CC=C(C=C1)C=1C=NN2C1N=C(C=C2)N2C(OC[C@@H]2CC)=O ((S)-3-(3-(4-(1H-1,2,4-triazol-3-yl)phenyl)pyrazolo[1,5-a]pyrimidin-5-yl)-4-ethyloxazolidin-2-one). Yield: 45.3%. Reaction SMILES: [CH2:1]([C@H:3]1[CH2:7][O:6][C:5](=[O:8])[N:4]1[C:9]1[CH:14]=[CH:13][N:12]2[N:15]=[CH:16][C:17]([C:18]3[CH:23]=[CH:22][C:21]([C:24]4[N:28]=[CH:27][N:26](COCC[Si](C)(C)C)[N:25]=4)=[CH:20][CH:19]=3)=[C:11]2[N:10]=1)[CH3:2].FC(F)(F)C(O)=O>C(Cl)Cl>[NH:26]1[CH:27]=[N:28][C:24]([C:21]2[CH:20]=[CH:19][C:18]([C:17]3[CH:16]=[N:15][N:12]4[CH:13]=[CH:14][C:9]([N:4]5[C@@H:3]([CH2:1][CH3:2])[CH2:7][O:6][C:5]5=[O:8])=[N:10][C:11]=34)=[CH:23][CH:22]=2)=[N:25]1. Reported procedure: A mixture of (S)-4-ethyl-3-(3-(4-(1-((2-(trimethylsilyl)ethoxy)methyl)-1H-1,2,4-triazol-3-yl)phenyl)pyrazolo[1,5-a]pyrimidin-5-yl)oxazolidin-2-one (0.024 g, 0.047 mmol) in DCM (1 mL) was treated with trifluoroacetic acid (0.4 mL) at ambient temperature. The mixture was stirred for 18 hours. The solvent was concentrated and the residue partitioned between EtOAc and aqueous satd. NaHCO3. The aqueous layer was further extracted with EtOAc. The combined organic extracts were washed with brine, dried... The reactants are O=S(=O)(Cl)CC1CCCCC1, CN(C)c1cccc(N2CCN(CCCCN)CC2)c1. Yields the product CN(C)c1cccc(N2CCN(CCCCNS(=O)(=O)CC3CCCCC3)CC2)c1. RXN SMILES: [CH:21]1([CH2:27][S:28](=[O:29])(=[O:30])[Cl:31])[CH2:22][CH2:23][CH2:24][CH2:25][CH2:26]1.[NH2:1][CH2:2][CH2:3][CH2:4][CH2:5][N:6]1[CH2:7][CH2:8][N:9]([c:12]2[cH:13][c:14]([N:18]([CH3:19])[CH3:20])[cH:15][cH:16][cH:17]2)[CH2:10][CH2:11]1>>[NH:1]([CH2:2][CH2:3][CH2:4][CH2:5][N:6]1[CH2:7][CH2:8][N:9]([c:12]2[cH:13][c:14]([N:18]([CH3:19])[CH3:20])[cH:15][cH:16][cH:17]2)[CH2:10][CH2:11]1)[S:28]([CH2:27][CH:21]1[CH2:22][CH2:23][CH2:24][CH2:25][CH2:26]1)(=[O:29])=[O:30]. Starting materials: O=C([O-])[O-], c1ccc(CN2CCNCC2)cc1, CN(C)C=O, N#Cc1ccc(F)cc1, [K+], [K+]. Product: N#Cc1ccc(N2CCN(Cc3ccccc3)CC2)cc1. RXN SMILES: [C:23](=[O:24])([O-:25])[O-:26].[CH2:10]([c:11]1[cH:12][cH:13][cH:14][cH:15][cH:16]1)[N:17]1[CH2:18][CH2:19][NH:20][CH2:21][CH2:22]1.[CH3:29][N:30]([CH3:31])[CH:32]=[O:33].[F:1][c:2]1[cH:3][cH:4][c:5]([C:6]#[N:7])[cH:8][cH:9]1.[K+:27].[K+:28]>>[c:2]1([N:20]2[CH2:19][CH2:18][N:17]([CH2:10][c:11]3[cH:12][cH:13][cH:14][cH:15][cH:16]3)[CH2:22][CH2:21]2)[cH:3][cH:4][c:5]([C:6]#[N:7])[cH:8][cH:9]1. The product is CCSC1=CCC(C)(C)c2ccc(C#Cc3ccc(C(=O)O)cc3)cc21. Reactants: CCOC(=O)c1ccc(C#Cc2ccc3c(c2)C(SCC)=CCC3(C)C)cc1, CCO, [K+], [OH-]. As a reaction SMILES: [CH3:1][C:2]1([CH3:28])[CH2:3][CH:4]=[C:5]([S:25][CH2:26][CH3:27])[c:6]2[cH:7][c:8]([C:12]#[C:13][c:14]3[cH:15][cH:16][c:17]([C:18](=[O:19])[O:20][CH2:21][CH3:22])[cH:23][cH:24]3)[cH:9][cH:10][c:11]21.[CH3:31][CH2:32][OH:33].[K+:30].[OH-:29]>>[CH3:1][C:2]1([CH3:28])[CH2:3][CH:4]=[C:5]([S:25][CH2:26][CH3:27])[c:6]2[cH:7][c:8]([C:12]#[C:13][c:14]3[cH:15][cH:16][c:17]([C:18](=[O:19])[OH:20])[cH:23][cH:24]3)[cH:9][cH:10][c:11]21. Reactants: ClC1=C(C=CC=C1)COC1=C(C=CC=C1OCC1=C(C=CC=C1)Cl)C(C(=O)O)O (2,3-Bis[(2-chlorophenyl)methoxy]-α-hydroxybenzeneacetic acid), compound, CI (methyl iodide), C(C)(C)NC(C)C (diisopropylamine), C(CCC)[Li] (n-butyllithium). Solvent: C1CCOC1 (THF), CN1CCCN(C1=O)C (DMPU), C1CCOC1 (THF). Reaction conditions: temperature -78 celsius, time 15 minute. The product is ClC1=C(C=CC=C1)C(C)OC=1C(=C(C=CC1)C(C(=O)O)O)OCC1=C(C=CC=C1)Cl (3-[1-(2-Chlorophenyl)ethoxy]-2-[(2-chlorophenyl)methoxy]-α-hydroxybenzeneacetic acid). The yield is 31.0%. Reaction SMILES: [CH:1](NC(C)C)(C)C.C([Li])CCC.[Cl:13][C:14]1[CH:19]=[CH:18][CH:17]=[CH:16][C:15]=1[CH2:20][O:21][C:22]1[C:27]([O:28][CH2:29][C:30]2[CH:35]=[CH:34][CH:33]=[CH:32][C:31]=2[Cl:36])=[CH:26][CH:25]=[CH:24][C:23]=1[CH:37]([OH:41])[C:38]([OH:40])=[O:39].CI>C1COCC1.CN1C(=O)N(C)CCC1>[Cl:36][C:31]1[CH:32]=[CH:33][CH:34]=[CH:35][C:30]=1[CH:29]([O:28][C:27]1[C:22]([O:21][CH2:20][C:15]2[CH:16]=[CH:17][CH:18]=[CH:19][C:14]=2[Cl:13])=[C:23]([CH:37]([OH:41])[C:38]([OH:40])=[O:39])[CH:24]=[CH:25][CH:26]=1)[CH3:1]. Procedure: To a stirred solution of diisopropylamine (170 μL, 1.21 mmol) under argon at −5° C. in THF (3 mL) was added n-butyllithium solution (483 μL, 2.5 M in hexanes, 1.21 mmol). After 15 min, the reaction mixture was cooled to −78° C. and a solution of Example 1 Part B compound (248 mg, 0.537 mmol) in THF (1 mL) was then added over 2 min. After an additional 15 min, DMPU was added (2 mL) and then methyl iodide (42 μL, 0.68 mmol). The reaction mixture was stirred for 2 h and then warmed to −40° C. After... Reactants: ClC=1C=C(C=CC1)C1=CC=C2C=NC(=NN21)S(=O)C (7-(3-Chloro-phenyl)-2-methanesulfinyl-pyrrolo[2,1-f][1,2,4]triazine), C(C)(C)N(C(C)C)CC (N,N-Diisopropylethylamine), CN(C1=CC(=CC=C1)N)C (N,N-Dimethyl-benzene-1,3-diamine), COCCO (2-Methoxyethanol). Run at temperature 180 celsius. Product: ClC=1C=C(C=CC1)C1=CC=C2C=NC(=NN21)NC2=CC(=CC=C2)N(C)C (N-[7-(3-Chloro-phenyl)-pyrrolo[2,1-f][1,2,4]triazin-2-yl]-N′,N′-dimethyl-benzene-1,3-diamine). The yield is 3.9%. RXN SMILES: [Cl:1][C:2]1[CH:3]=[C:4]([C:8]2[N:16]3[C:11]([CH:12]=[N:13][C:14](S(C)=O)=[N:15]3)=[CH:10][CH:9]=2)[CH:5]=[CH:6][CH:7]=1.C(N(CC)C(C)C)(C)C.[CH3:29][N:30]([CH3:38])[C:31]1[CH:36]=[CH:35][CH:34]=[C:33]([NH2:37])[CH:32]=1.COCCO>>[Cl:1][C:2]1[CH:3]=[C:4]([C:8]2[N:16]3[C:11]([CH:12]=[N:13][C:14]([NH:37][C:33]4[CH:34]=[CH:35][CH:36]=[C:31]([N:30]([CH3:38])[CH3:29])[CH:32]=4)=[N:15]3)=[CH:10][CH:9]=2)[CH:5]=[CH:6][CH:7]=1. Reported procedure: 7-(3-Chloro-phenyl)-2-methanesulfinyl-pyrrolo[2,1-f][1,2,4]triazine (76.2 mg, 0.000261 mol), N,N-Diisopropylethylamine (0.0682 mL, 0.000392 mol) and N,N-Dimethyl-benzene-1,3-diamine (71.1 mg, 0.000522 mol) were dissolved in 2-Methoxyethanol (1.83 mL, 0.0232 mol) and the reaction was heated at 180° C. until HPLC showed consumption of starting material. The reaction mixture was then reduced en vacuo and the product was isolated and purified by Gilson prep HPLC to afford 3.73 mg of N-[7-(3-Chloro-p...